This data is from the Open Reaction Database (ORD), a public repository of structured organic reaction records. The task is: describe an organic reaction: reactants, conditions, products, and yield Starting materials: 2, C1(CCCC1)=O (cyclopentanone), N1C(=NC=C1)CC1=CC=C(C#N)C=C1 (4-[1- (imidazolyl)methyl]benzonitrile), solution, C(C)(C)[N-]C(C)C.[Li+] (lithium diisopropylamide), O (water). The solvent is C(C)(=O)OCC (ethyl acetate), O1CCCC1 (tetrahydrofuran), O1CCCC1 (tetrahydrofuran). Run at time 0.5 hour. Product: OC1(CCCC1)C(C=1NC=CN1)C1=CC=C(C#N)C=C1 (4-[1-hydroxycyclopent-1-yl-1-(imidazolyl)methyl]benzonitrile). RXN SMILES: [NH:1]1[CH:5]=[CH:4][N:3]=[C:2]1[CH2:6][C:7]1[CH:14]=[CH:13][C:10]([C:11]#[N:12])=[CH:9][CH:8]=1.C([N-]C(C)C)(C)C.[Li+].[C:23]1(=[O:28])[CH2:27][CH2:26][CH2:25][CH2:24]1.O>O1CCCC1.C(OCC)(=O)C>[OH:28][C:23]1([CH:6]([C:7]2[CH:14]=[CH:13][C:10]([C:11]#[N:12])=[CH:9][CH:8]=2)[C:2]2[NH:1][CH:5]=[CH:4][N:3]=2)[CH2:27][CH2:26][CH2:25][CH2:24]1 |f:1.2|. Procedure details: 5.0 g of 4-[1- (imidazolyl)methyl]benzonitrile is dissolved in 150 ml of tetrahydrofuran and combined at -50° with 20 ml of 1.5-molar solution of lithium diisopropylamide in tetrahydrofuran, stirred for 0.5 hour at -60° combined with 2 5 g of cyclopentanone, further stirred for 1 hour, and heated to 25°. Then water is added to the mixture, the latter is diluted with ethyl acetate, washed neutral with water, dried over sodium sulfate, and concentrated to dryness under vacuum, yielding 6.9 g of cr...